This data is from the Open Reaction Database (ORD), a public repository of structured organic reaction records. The task is: describe an organic reaction: reactants, conditions, products, and yield Reactants: C(C)(C)(C)C1=CC=C(C(=O)NC2=C(C(=O)NC3=CC=C(C=C3)OC)C=CC(=C2)N)C=C1 (2-(4-tert-butylbenzoylamino)-4-amino-N-(4-methoxyphenyl)benzamide), C1(=CC=CC=C1)S(=O)(=O)Cl (benzenesulfonyl chloride). Yields the product C(C)(C)(C)C1=CC=C(C(=O)NC2=C(C(=O)NC3=CC=C(C=C3)OC)C=CC(=C2)NS(=O)(=O)C2=CC=CC=C2)C=C1 (2-(4-tert-Butylbenzoylamino)-4-phenylsulfonylamino-N-(4-methoxyphenyl)benzamide). Isolated yield 56.0%. As a reaction SMILES: [C:1]([C:5]1[CH:31]=[CH:30][C:8]([C:9]([NH:11][C:12]2[CH:28]=[C:27]([NH2:29])[CH:26]=[CH:25][C:13]=2[C:14]([NH:16][C:17]2[CH:22]=[CH:21][C:20]([O:23][CH3:24])=[CH:19][CH:18]=2)=[O:15])=[O:10])=[CH:7][CH:6]=1)([CH3:4])([CH3:3])[CH3:2].[C:32]1([S:38](Cl)(=[O:40])=[O:39])[CH:37]=[CH:36][CH:35]=[CH:34][CH:33]=1>>[C:1]([C:5]1[CH:31]=[CH:30][C:8]([C:9]([NH:11][C:12]2[CH:28]=[C:27]([NH:29][S:38]([C:32]3[CH:37]=[CH:36][CH:35]=[CH:34][CH:33]=3)(=[O:40])=[O:39])[CH:26]=[CH:25][C:13]=2[C:14]([NH:16][C:17]2[CH:22]=[CH:21][C:20]([O:23][CH3:24])=[CH:19][CH:18]=2)=[O:15])=[O:10])=[CH:7][CH:6]=1)([CH3:4])([CH3:2])[CH3:3]. Procedure: Using the procedure described in Example 59, Part E, 2-(4-tert-butylbenzoylamino)-4-amino-N-(4-methoxyphenyl)benzamide (150 mg, 0.36 mmol) was reacted with benzenesulfonyl chloride to yield 112 mg (56%) of the title compound as a white solid. Reactants: CCNCC, CS(C)=O, [O-][n+]1c2cccc(OCCCCl)c2[n+]([O-])c2cccc(O)c21, ClC(Cl)Cl. Yields the product CCN(CC)CCCOc1cccc2c1[n+]([O-])c1cccc(O)c1[n+]2[O-]. Reaction SMILES: [CH2:23]([CH3:24])[NH:25][CH2:26][CH3:27].[CH3:28][S:29]([CH3:30])=[O:31].[Cl:1][CH2:2][CH2:3][CH2:4][O:5][c:6]1[c:7]2[n+:8]([O-:22])[c:9]3[cH:10][cH:11][cH:12][c:13]([OH:21])[c:14]3[n+:15]([O-:20])[c:16]2[cH:17][cH:18][cH:19]1.[Cl:32][CH:33]([Cl:34])[Cl:35]>>[CH2:2]([CH2:3][CH2:4][O:5][c:6]1[c:7]2[n+:8]([O-:22])[c:9]3[cH:10][cH:11][cH:12][c:13]([OH:21])[c:14]3[n+:15]([O-:20])[c:16]2[cH:17][cH:18][cH:19]1)[N:25]([CH2:23][CH3:24])[CH2:26][CH3:27]. Starting materials: S(O)(O)(=O)=O (sulphuric acid), N1(CCCCC1)CC(C(=O)OCC)=C (Ethyl 2-piperidinomethylacrylate), C1(=CC=CC=C1)NN (phenylhydrazine), CC([O-])C.[Na+] (sodium isopropoxide). Solvent: C(C)(C)O (isopropanol). Conditions: time 1 hour. Yields the product N1(CCCCC1)CC1C(NN(C1)C1=CC=CC=C1)=O (4-Piperidinomethyl-1-phenylpyrazolidin-3-one). Reaction SMILES: [N:1]1([CH2:7][C:8](=[CH2:14])[C:9]([O:11]CC)=O)[CH2:6][CH2:5][CH2:4][CH2:3][CH2:2]1.[C:15]1([NH:21][NH2:22])[CH:20]=[CH:19][CH:18]=[CH:17][CH:16]=1.CC(C)[O-].[Na+].S(=O)(=O)(O)O>C(O)(C)C>[N:1]1([CH2:7][CH:8]2[CH2:14][N:21]([C:15]3[CH:20]=[CH:19][CH:18]=[CH:17][CH:16]=3)[NH:22][C:9]2=[O:11])[CH2:2][CH2:3][CH2:4][CH2:5][CH2:6]1 |f:2.3|. Procedure details: Ethyl 2-piperidinomethylacrylate (19.7g) was added in one portion to a boiling mixture of phenylhydrazine (10.8g) and sodium isopropoxide (2.3g sodium) in isopropanol (100 ml), giving rise to a vigorous foaming. The solution was boiled vigorously under reflux in order to avoid contact of the reaction mixture with air. After boiling for one hour, the solution was cooled rapidly and neutralised with sulphuric acid (50 ml, 2N). The mixture was extracted with chloroform (3 × 100 ml) and the chlorofo... Reactants: CO, N, CS(=O)(=O)OCC1(Nc2ccc3[nH]ncc3c2)CCC1. Yields the product NCC1(Nc2ccc3[nH]ncc3c2)CCC1. RXN SMILES: [CH3:22][OH:23].[NH3:21].[nH:1]1[n:2][cH:3][c:4]2[cH:5][c:6]([NH:10][C:11]3([CH2:15][O:16][S:17]([CH3:18])(=[O:19])=[O:20])[CH2:12][CH2:13][CH2:14]3)[cH:7][cH:8][c:9]12>>[nH:1]1[n:2][cH:3][c:4]2[cH:5][c:6]([NH:10][C:11]3([CH2:15][NH2:21])[CH2:12][CH2:13][CH2:14]3)[cH:7][cH:8][c:9]12. Reactants: C(CCCCCC)C1=CCC(CC1)C1=CC(=CC=C1)F (4-heptyl-1-(3-fluorophenyl)-3-cyclohexene), Pd/C(NX type), [H][H] (hydrogen). Solvent: C1(=CC=CC=C1)C (toluene). Product: C(CCCCCC)C1CCC(CC1)C1=CC(=CC=C1)F (4-heptyl-1-(3-fluorophenyl)-cyclohexane). RXN SMILES: [CH2:1]([C:8]1[CH2:13][CH2:12][CH:11]([C:14]2[CH:19]=[CH:18][CH:17]=[C:16]([F:20])[CH:15]=2)[CH2:10][CH:9]=1)[CH2:2][CH2:3][CH2:4][CH2:5][CH2:6][CH3:7].[H][H]>C1(C)C=CC=CC=1>[CH2:1]([CH:8]1[CH2:13][CH2:12][CH:11]([C:14]2[CH:19]=[CH:18][CH:17]=[C:16]([F:20])[CH:15]=2)[CH2:10][CH2:9]1)[CH2:2][CH2:3][CH2:4][CH2:5][CH2:6][CH3:7]. Reported procedure: The compound (11) was dissolved in a mixed solvent of toluene (150 ml) and Solmix A-11 (150 ml), and 0.86 g of Pd/C(NX type) was added thereto. The mixture was stirred at room temperature under a hydrogen atmosphere until hydrogen absorption had ceased. After the reaction had been completed, Pd/C was removed and then the solvent was distilled off. The residue obtained was purified with a fractional operation by means of column chromatography using heptane as the eluent and silica gel as the stat...